This data is from the Open Reaction Database (ORD), a public repository of structured organic reaction records. The task is: describe an organic reaction: reactants, conditions, products, and yield The reactants are CN1N=CC(=C1NC(C1=CC=CC=C1)(C1=CC=CC=C1)C1=CC=CC=C1)NC(CC(=O)OCC)=O (ethyl 3-{[1-methyl-5-(tritylamino)pyrazol-4-yl]amino}-3-oxopropanoate), [OH-].[Na+] (sodium hydroxide). Run in O1CCCC1 (tetrahydrofuran). Reaction conditions: time 3 hour. The product is CN1N=CC(=C1NC(C1=CC=CC=C1)(C1=CC=CC=C1)C1=CC=CC=C1)NC(CC(=O)O)=O (3-{[1-methyl-5-(tritylamino)pyrazol-4-yl]amino}-3-oxopropanoic acid). Yield: 99.8%. Reaction SMILES: [CH3:1][N:2]1[C:6]([NH:7][C:8]([C:21]2[CH:26]=[CH:25][CH:24]=[CH:23][CH:22]=2)([C:15]2[CH:20]=[CH:19][CH:18]=[CH:17][CH:16]=2)[C:9]2[CH:14]=[CH:13][CH:12]=[CH:11][CH:10]=2)=[C:5]([NH:27][C:28](=[O:35])[CH2:29][C:30]([O:32]CC)=[O:31])[CH:4]=[N:3]1.[OH-].[Na+]>O1CCCC1>[CH3:1][N:2]1[C:6]([NH:7][C:8]([C:15]2[CH:16]=[CH:17][CH:18]=[CH:19][CH:20]=2)([C:21]2[CH:26]=[CH:25][CH:24]=[CH:23][CH:22]=2)[C:9]2[CH:10]=[CH:11][CH:12]=[CH:13][CH:14]=2)=[C:5]([NH:27][C:28](=[O:35])[CH2:29][C:30]([OH:32])=[O:31])[CH:4]=[N:3]1 |f:1.2|. Reported procedure: To a stirred solution of ethyl 3-{[1-methyl-5-(tritylamino)pyrazol-4-yl]amino}-3-oxopropanoate (1.3 g) in tetrahydrofuran (30 ml) was added 1N aqueous sodium hydroxide solution (3.1 ml) and the mixture was stirred at room temperature for 3 hours. Tetrahydrofuran was removed in vacuo and the residue was made acidic with diluted aqueous citric acid solution. The resulting precipitate was collected by filtration and dried under reduced pressure to give 3-{[1-methyl-5-(tritylamino)pyrazol-4-yl]amino... Reactants: OC1=CC(=CC=2OC(C3C(C21)CC(=CC3)NC(C)=O)(C)C)C(CCCCCC)(C)C (1-hydroxy-3-(1,1-dimethylheptyl)-6,6-dimethyl-9-(acetamido)-6a,7,10,10a-tetrahydro-6H-dibenzo[b,d]pyran), trans-1-hydroxy-3-(1,1-dimethylheptyl)-6,6-dimethyl-9-(acetamido)-6a,7,8,9,10,10a-hexahydro-6H-dibenzo[b,d]pyran. Conditions: temperature 50 celsius, time 12 hour. Product: OC1=CC(=CC=2OC(C3C(C21)CC(CC3)NC(C)=O)(C)C)C(CCCCCC)(C)C (1-Hydroxy-3-(1,1-dimethylheptyl)-6,6-dimethyl-9-(acetamido)-6a,7,8,9,10,10a-hexahydro-6H-dibenzo[b,d]pyran). The solvent is C(C)O (ethanol). The reagents and catalysts are [Pd] (palladium). Reaction SMILES: [OH:1][C:2]1[C:11]2[CH:10]3[CH2:12][C:13]([NH:16][C:17](=[O:19])[CH3:18])=[CH:14][CH2:15][CH:9]3[C:8]([CH3:21])([CH3:20])[O:7][C:6]=2[CH:5]=[C:4]([C:22]([CH3:30])([CH3:29])[CH2:23][CH2:24][CH2:25][CH2:26][CH2:27][CH3:28])[CH:3]=1>[Pd].C(O)C>[OH:1][C:2]1[C:11]2[CH:10]3[CH2:12][CH:13]([NH:16][C:17](=[O:19])[CH3:18])[CH2:14][CH2:15][CH:9]3[C:8]([CH3:20])([CH3:21])[O:7][C:6]=2[CH:5]=[C:4]([C:22]([CH3:29])([CH3:30])[CH2:23][CH2:24][CH2:25][CH2:26][CH2:27][CH3:28])[CH:3]=1. Procedure details: A solution of 1.177 g. of dl-1-hydroxy-3-(1,1-dimethylheptyl)-6,6-dimethyl-9-(acetamido)-6a,7,10,10a-tetrahydro-6H-dibenzo[b,d]pyran in 100 ml. of ten percent aqueous ethanol containing 0.5 g. of five percent palladium suspended on carbon was stirred at 50° C. for 12 hours under a hydrogen atmosphere at 50 psi. The reaction mixture then was cooled to room temperature and filtered. The filtrate was concentrated to dryness by evaporation under reduced pressure to provide 1.06 g. of dl-trans-1-hydr... The reactants are ClCCCl, CN1CCOCC1, CC(=O)O, COc1cc(Oc2nc(-c3ccc(N)cc3)nn3c(C)nc(C)c23)cc(OC)c1OC, ClCCl, On1nnc2ccccc21. The product is COc1cc(Oc2nc(-c3ccc(NC(C)=O)cc3)nn3c(C)nc(C)c23)cc(OC)c1OC. As a reaction SMILES: [CH2:22]([Cl:23])[CH2:24][Cl:25].[CH3:15][N:16]1[CH2:17][CH2:18][O:19][CH2:20][CH2:21]1.[CH3:1][C:2]([OH:3])=[O:4].[CH3:26][c:27]1[n:28][c:29]([CH3:56])[n:30]2[n:31][c:32](-[c:49]3[cH:50][cH:51][c:52]([NH2:53])[cH:54][cH:55]3)[n:33][c:34]([O:36][c:37]3[cH:38][c:39]([O:47][CH3:48])[c:40]([O:45][CH3:46])[c:41]([O:43][CH3:44])[cH:42]3)[c:35]12.[Cl:57][CH2:58][Cl:59].[OH:5][n:6]1[c:7]2[c:8]([cH:9][cH:10][cH:11][cH:12]2)[n:13][n:14]1>>[CH3:1][C:2](=[O:4])[NH:53][c:52]1[cH:51][cH:50][c:49](-[c:32]2[n:31][n:30]3[c:29]([CH3:56])[n:28][c:27]([CH3:26])[c:35]3[c:34]([O:36][c:37]3[cH:38][c:39]([O:47][CH3:48])[c:40]([O:45][CH3:46])[c:41]([O:43][CH3:44])[cH:42]3)[n:33]2)[cH:55][cH:54]1. The reactants are Cc1ccc2c(c1)NC(=O)c1cscc1O2, Cc1ccccc1, ClP(Cl)(Cl)(Cl)Cl. Product: Cc1ccc2c(c1)N=C(Cl)c1cscc1O2. As a reaction SMILES: [CH3:1][c:2]1[cH:3][cH:4][c:5]2[c:6]([cH:16]1)[NH:7][C:8](=[O:15])[c:9]1[c:10]([cH:12][s:13][cH:14]1)[O:11]2.[CH3:23][c:24]1[cH:25][cH:26][cH:27][cH:28][cH:29]1.[Cl:17][P:18]([Cl:19])([Cl:20])([Cl:21])[Cl:22]>>[CH3:1][c:2]1[cH:3][cH:4][c:5]2[c:6]([cH:16]1)[N:7]=[C:8]([Cl:17])[c:9]1[c:10]([cH:12][s:13][cH:14]1)[O:11]2.